This data is from the Open Reaction Database (ORD), a public repository of structured organic reaction records. The task is: describe an organic reaction: reactants, conditions, products, and yield Starting materials: CC(c1cccc2ccccc12)N(CC1CCNCC1c1ccccc1)C(=O)OC(C)(C)C, CC(=O)O, CN(C)C=O, O=Cc1ccoc1. RXN SMILES: [C:1]([CH3:2])([CH3:3])([CH3:4])[O:5][C:6]([N:7]([CH2:8][CH:9]1[CH:10]([c:15]2[cH:16][cH:17][cH:18][cH:19][cH:20]2)[CH2:11][NH:12][CH2:13][CH2:14]1)[CH:21]([CH3:22])[c:23]1[cH:24][cH:25][cH:26][c:27]2[cH:28][cH:29][cH:30][cH:31][c:32]12)=[O:33].[CH3:41][C:42](=[O:43])[OH:44].[O:45]=[CH:46][N:47]([CH3:48])[CH3:49].[o:34]1[cH:35][c:36]([CH:39]=[O:40])[cH:37][cH:38]1>>[C:1]([CH3:2])([CH3:3])([CH3:4])[O:5][C:6]([N:7]([CH2:8][CH:9]1[CH:10]([c:15]2[cH:16][cH:17][cH:18][cH:19][cH:20]2)[CH2:11][N:12]([CH2:39][c:36]2[cH:35][o:34][cH:38][cH:37]2)[CH2:13][CH2:14]1)[CH:21]([CH3:22])[c:23]1[cH:24][cH:25][cH:26][c:27]2[cH:28][cH:29][cH:30][cH:31][c:32]12)=[O:33]. Yields the product CC(c1cccc2ccccc12)N(CC1CCN(Cc2ccoc2)CC1c1ccccc1)C(=O)OC(C)(C)C. The reactants are CS(C)=O, COC(=O)c1c(NCc2ccc(OC)c(Cl)c2)nc(SC)nc1OC, [Na+], [OH-], O, O=C(O)CC(O)(CC(=O)O)C(=O)O. Yields the product COc1ccc(CNc2nc(SC)nc(OC)c2C(=O)O)cc1Cl. As a reaction SMILES: [CH3:42][S:43](=[O:44])[CH3:45].[Cl:1][c:2]1[cH:3][c:4]([CH2:5][NH:6][c:7]2[n:8][c:9]([S:19][CH3:20])[n:10][c:11]([O:17][CH3:18])[c:12]2[C:13](=[O:14])[O:15][CH3:16])[cH:21][cH:22][c:23]1[O:24][CH3:25].[Na+:27].[OH-:26].[OH2:28].[OH:29][C:30]([CH2:31][C:32]([C:33](=[O:34])[OH:35])([CH2:36][C:37](=[O:38])[OH:39])[OH:40])=[O:41]>>[Cl:1][c:2]1[cH:3][c:4]([CH2:5][NH:6][c:7]2[n:8][c:9]([S:19][CH3:20])[n:10][c:11]([O:17][CH3:18])[c:12]2[C:13](=[O:14])[OH:15])[cH:21][cH:22][c:23]1[O:24][CH3:25].